This data is from the Open Reaction Database (ORD), a public repository of structured organic reaction records. The task is: describe an organic reaction: reactants, conditions, products, and yield The reactants are C(C)(=O)OCC (ethyl acetate), C(CCC)[Li] (n-butyllithium), CCCCCC (hexane), C(C)(C)NC(C)C (diisopropylamine), C(=O)(OC(C)(C)C)N[C@@H](CC(C)C)C=O (Boc-L-leucinal), Cl (HCl). Solvent: O1CCCC1 (tetrahydrofuran), O1CCCC1 (tetrahydrofuran). Reaction conditions: temperature 10 celsius, time 15 minute. Yields the product C(C)OC(CC(C(CC(C)C)NC(=O)OC(C)(C)C)O)=O (4-t-Butyloxycarbonylamino-3-hydroxy-6-methylheptanoic acid ethyl ester). Isolated yield 38.8%. As a reaction SMILES: C(NC(C)C)(C)C.C([Li])CCC.CCCCCC.[C:19]([O:22][CH2:23][CH3:24])(=[O:21])[CH3:20].[C:25]([NH:32][C@H:33]([CH:38]=[O:39])[CH2:34][CH:35]([CH3:37])[CH3:36])([O:27][C:28]([CH3:31])([CH3:30])[CH3:29])=[O:26].Cl>O1CCCC1>[CH2:23]([O:22][C:19](=[O:21])[CH2:20][CH:38]([OH:39])[CH:33]([NH:32][C:25]([O:27][C:28]([CH3:29])([CH3:31])[CH3:30])=[O:26])[CH2:34][CH:35]([CH3:37])[CH3:36])[CH3:24]. Procedure details: To diisopropylamine (7.7 g, 0.077 mol) in dry tetrahydrofuran (26 mL) cooled to -20 degrees C. under argon was added dropwise n-butyllithium in hexane (1.46 M, 52.4 mL, 0.077 mol). The solution was stirred 15 min, the temperature lowered to -78 degrees C. and dry ethyl acetate (6.7 g, 0.077 mol) added dropwise while maintaining the temperature below -75 degrees C. The solution was stirred 10 min and a precooled (-78 degrees C.) tetrahydrofuran solution of Boc-L-leucinal (11 g, 0.051 mol) was add...